From a dataset of the Open Reaction Database (ORD), a public repository of structured organic reaction records. describe an organic reaction: reactants, conditions, products, and yield Reactants: CC1(C)OB(c2ccc(N)cc2)OC1(C)C, CCO, COCCOC, CC1COCCN1c1cc(C(C)(C)S(=O)(=O)c2ccccc2C(F)(F)F)nc(Cl)n1, [Na+], [Na+], O=C([O-])[O-], CN(C)C=O, O. The product is CC1COCCN1c1cc(C(C)(C)S(=O)(=O)c2ccccc2C(F)(F)F)nc(-c2ccc(N)cc2)n1. RXN SMILES: [CH3:31][C:32]1([CH3:33])[C:34]([CH3:35])([CH3:36])[O:37][B:38]([c:39]2[cH:40][cH:41][c:42]([NH2:43])[cH:44][cH:45]2)[O:46]1.[CH3:58][CH2:59][OH:60].[CH3:61][O:62][CH2:63][CH2:64][O:65][CH3:66].[Cl:1][c:2]1[n:3][c:4]([C:15]([CH3:16])([CH3:17])[S:18](=[O:19])(=[O:20])[c:21]2[c:22]([C:27]([F:28])([F:29])[F:30])[cH:23][cH:24][cH:25][cH:26]2)[cH:5][c:6]([N:8]2[CH:9]([CH3:14])[CH2:10][O:11][CH2:12][CH2:13]2)[n:7]1.[Na+:47].[Na+:48].[O-:49][C:50](=[O:51])[O-:52].[O:53]=[CH:54][N:55]([CH3:56])[CH3:57].[OH2:67]>>[c:2]1(-[c:39]2[cH:40][cH:41][c:42]([NH2:43])[cH:44][cH:45]2)[n:3][c:4]([C:15]([CH3:16])([CH3:17])[S:18](=[O:19])(=[O:20])[c:21]2[c:22]([C:27]([F:28])([F:29])[F:30])[cH:23][cH:24][cH:25][cH:26]2)[cH:5][c:6]([N:8]2[CH:9]([CH3:14])[CH2:10][O:11][CH2:12][CH2:13]2)[n:7]1. Reactants: CC(C)C[Al+]CC(C)C, CCOC(=O)c1ccc(F)cn1, [H-], C1CCOC1. Yields the product O=Cc1ccc(F)cn1. Reaction SMILES: [CH2:14]([Al+:15][CH2:16][CH:17]([CH3:18])[CH3:19])[CH:20]([CH3:21])[CH3:22].[F:1][c:2]1[cH:3][cH:4][c:5]([C:8](=[O:9])[O:10][CH2:11][CH3:12])[n:6][cH:7]1.[H-:13].[O:23]1[CH2:24][CH2:25][CH2:26][CH2:27]1>>[F:1][c:2]1[cH:3][cH:4][c:5]([CH:8]=[O:9])[n:6][cH:7]1. Starting materials: CCC=CCC=CCC=CCC=CCC=CCC=CCCC(=O)NC(C)C(=O)OC, C1CCOC1, [Na+], [OH-], O. Product: CCC=CCC=CCC=CCC=CCC=CCC=CCCC(=O)NC(C)C(=O)O. As a reaction SMILES: [C:1]([CH2:2][CH2:3][CH:4]=[CH:5][CH2:6][CH:7]=[CH:8][CH2:9][CH:10]=[CH:11][CH2:12][CH:13]=[CH:14][CH2:15][CH:16]=[CH:17][CH2:18][CH:19]=[CH:20][CH2:21][CH3:22])(=[O:23])[NH:24][CH:25]([C:26](=[O:27])[O:28][CH3:29])[CH3:30].[CH2:33]1[O:34][CH2:35][CH2:36][CH2:37]1.[Na+:32].[OH-:31].[OH2:38]>>[C:1]([CH2:2][CH2:3][CH:4]=[CH:5][CH2:6][CH:7]=[CH:8][CH2:9][CH:10]=[CH:11][CH2:12][CH:13]=[CH:14][CH2:15][CH:16]=[CH:17][CH2:18][CH:19]=[CH:20][CH2:21][CH3:22])(=[O:23])[NH:24][CH:25]([C:26](=[O:27])[OH:28])[CH3:30].